Dataset: the Open Reaction Database (ORD), a public repository of structured organic reaction records. Task: describe an organic reaction: reactants, conditions, products, and yield The reactants are ClC=1C(=NC=CC1)N1N=C(C=C1C(=O)OC)C(=O)O (1-(3-chloropyridin-2-yl)-5-(methoxycarbonyl)-1H-pyrazole-3-carboxylic acid), FC(C1=CC=C(N)C=C1)(F)F (4-(trifluoromethyl)aniline), N-ethyl-N′-3-(dimethylaminopropyl)carbodiimide, Cl (HCl). The reagents and catalysts are CN(C1=CC=NC=C1)C (4-dimethylaminopyridine). The solvent is ClCCl (dichloromethane), CN(C=O)C (N,N-dimethylformamide), ClCCl (dichloromethane), ClCCl (dichloromethane). Reaction conditions: temperature 20 celsius, time 16 hour. The product is ClC=1C(=NC=CC1)N1N=C(C=C1C(=O)OC)C(NC1=CC=C(C=C1)C(F)(F)F)=O (methyl 1-(3-chloropyridin-2-yl)-3-{[4-(trifluoromethyl)phenyl]carbamoyl}-1H-pyrazole-5-carboxylate). As a reaction SMILES: [Cl:1][C:2]1[C:3]([N:8]2[C:12]([C:13]([O:15][CH3:16])=[O:14])=[CH:11][C:10]([C:17]([OH:19])=O)=[N:9]2)=[N:4][CH:5]=[CH:6][CH:7]=1.[F:20][C:21]([F:30])([F:29])[C:22]1[CH:28]=[CH:27][C:25]([NH2:26])=[CH:24][CH:23]=1.Cl>ClCCl.CN(C)C=O.CN(C)C1C=CN=CC=1>[Cl:1][C:2]1[C:3]([N:8]2[C:12]([C:13]([O:15][CH3:16])=[O:14])=[CH:11][C:10]([C:17](=[O:19])[NH:26][C:25]3[CH:27]=[CH:28][C:22]([C:21]([F:20])([F:29])[F:30])=[CH:23][CH:24]=3)=[N:9]2)=[N:4][CH:5]=[CH:6][CH:7]=1. Reported procedure: A solution of 1.00 g (3.55 mmol) of 1-(3-chloropyridin-2-yl)-5-(methoxycarbonyl)-1H-pyrazole-3-carboxylic acid in 13 ml of dichloromethane and 1.3 ml of N,N-dimethylformamide was cooled to 0° C., a solution of 0.86 g (5.33 mmol) of 4-(trifluoromethyl)aniline in 3 ml of dichloromethane was added dropwise and 0.68 g (3.55 mmol) of N-ethyl-N′-3-(dimethylaminopropyl)carbodiimide×HCl and 87 mg (710 μmol) of 4-dimethylaminopyridine were added a little at a time. The mixture was stirred at 0° C. for 2 ... Reactants: [BH4-], CCO, CCOC(C)=O, [Na+], OC1OC(c2ccccc2)c2ccncc21. The product is OCc1cnccc1C(O)c1ccccc1. Reaction SMILES: [BH4-:17].[CH3:19][CH2:20][OH:21].[CH3:22][CH2:23][O:24][C:25](=[O:26])[CH3:27].[Na+:18].[c:1]1([CH:7]2[O:8][CH:9]([OH:16])[c:10]3[cH:11][n:12][cH:13][cH:14][c:15]32)[cH:2][cH:3][cH:4][cH:5][cH:6]1>>[c:1]1([CH:7]([OH:8])[c:15]2[c:10]([CH2:9][OH:16])[cH:11][n:12][cH:13][cH:14]2)[cH:2][cH:3][cH:4][cH:5][cH:6]1. The reactants are ClC(SC=1C=NN(C1)CC1=CC=C(C=C1)OC)(F)Cl (4-{[dichlorofluoromethyl]thio}-1-(4-methoxybenzyl)-1H-pyrazole), FC(C(=O)O)(F)F (trifluoroacetic acid), C(O)([O-])=O.[Na+] (sodium hydrogen carbonate). Conditions: temperature 65 celsius, time 3 hour. Product: ClC(SC=1C=NNC1)(F)Cl (4-{[dichlorofluoromethyl]thio}-1H-pyrazole). Isolated yield 29.2%. As a reaction SMILES: [Cl:1][C:2]([Cl:19])([F:18])[S:3][C:4]1[CH:5]=[N:6][N:7](CC2C=CC(OC)=CC=2)[CH:8]=1.FC(F)(F)C(O)=O.C(=O)([O-])O.[Na+]>>[Cl:1][C:2]([Cl:19])([F:18])[S:3][C:4]1[CH:5]=[N:6][NH:7][CH:8]=1 |f:2.3|. Reported procedure: 1.04 g of 4-{[dichlorofluoromethyl]thio}-1-(4-methoxybenzyl)-1H-pyrazole was dissolved to 6 ml of trifluoroacetic acid, followed by stirring at 65° C. for 3 hours. After the reaction mixture was cooled to room temperature, it was added to saturated aqueous solution of sodium hydrogen carbonate. The mixture was extracted with ethyl acetate. The organic layer was dried over anhydrous sodium sulfate, and filtered. The filtrate was concentrated under reduced pressure. The residue was subjected to si... Reactants: C1(=CC=CC=C1)C=1OCCN1 (2-phenyl-2-oxazoline), C(C)(C)(C)C1=C(C=CC=C1)O (t-butyl phenol), CC=1C=CC(=CC1)S(=O)(=O)O (pTSA), amide ether. Run in O1CCCC1 (tetrahydrofuran). Conditions: temperature 170 celsius. The product is C(C)(C)(C)C1=C(C=CC=C1)O.C1(=CC=CC=C1)C=1OCCN1 (t-Butylphenol 2-Phenyl-2-oxazoline). Reaction SMILES: [C:1]1([C:7]2[O:8][CH2:9][CH2:10][N:11]=2)[CH:6]=[CH:5][CH:4]=[CH:3][CH:2]=1.[C:12]([C:16]1[CH:21]=[CH:20][CH:19]=[CH:18][C:17]=1[OH:22])([CH3:15])([CH3:14])[CH3:13].CC1C=CC(S(O)(=O)=O)=CC=1>O1CCCC1>[C:12]([C:16]1[CH:21]=[CH:20][CH:19]=[CH:18][C:17]=1[OH:22])([CH3:15])([CH3:13])[CH3:14].[C:1]1([C:7]2[O:8][CH2:9][CH2:10][N:11]=2)[CH:2]=[CH:3][CH:4]=[CH:5][CH:6]=1 |f:4.5|. Procedure details: A pure sample of the addition product of t-butylphenol and 2-phenyl-2-oxazoline was obtained for comparative purposes as follows: in a side-armed test tube, 2.94 grams 2-phenyl-2-oxazoline and 3.00 grams t-butyl phenol were combined with 0.08 gram pTSA. The stirred mixture was heated under nitrogen at 170° C. for 16 hours. Pure amide ether addition product [B] was obtained from the reaction mixture by column chromatography on silica gel. The crude reaction mixture was taken up in tetrahydrofuran... Starting materials: C1COCCO1, COC(=O)c1ccc(Cn2nccc2-c2ccc(OC)c(OC3CCOC3)c2)cc1, Cl, [Na+], [OH-], O. Product: COc1ccc(-c2ccnn2Cc2ccc(C(=O)O)cc2)cc1OC1CCOC1. Reaction SMILES: [CH2:31]1[O:32][CH2:33][CH2:34][O:35][CH2:36]1.[CH3:1][O:2][c:3]1[c:4]([O:25][CH:26]2[CH2:27][O:28][CH2:29][CH2:30]2)[cH:5][c:6](-[c:9]2[cH:10][cH:11][n:12][n:13]2[CH2:14][c:15]2[cH:16][cH:17][c:18]([C:19](=[O:20])[O:21][CH3:22])[cH:23][cH:24]2)[cH:7][cH:8]1.[ClH:39].[Na+:38].[OH-:37].[OH2:40]>>[CH3:1][O:2][c:3]1[c:4]([O:25][CH:26]2[CH2:27][O:28][CH2:29][CH2:30]2)[cH:5][c:6](-[c:9]2[cH:10][cH:11][n:12][n:13]2[CH2:14][c:15]2[cH:16][cH:17][c:18]([C:19](=[O:20])[OH:21])[cH:23][cH:24]2)[cH:7][cH:8]1. The reactants are OCCC1=CC(=NC=C1)C(=O)OCC (ethyl 4-(2-hydroxyethyl)-pyridine-2-carboxylate). Reagents/catalysts: [Pt]=O (platinum oxide). Solvent: C(C)(=O)O (acetic acid). Yields the product OCCC1CC(NCC1)C(=O)OCC (ethyl 4-(2-hydroxyethyl)-piperidine-2-carboxylate). As a reaction SMILES: [OH:1][CH2:2][CH2:3][C:4]1[CH:9]=[CH:8][N:7]=[C:6]([C:10]([O:12][CH2:13][CH3:14])=[O:11])[CH:5]=1>C(O)(=O)C.[Pt]=O>[OH:1][CH2:2][CH2:3][CH:4]1[CH2:9][CH2:8][NH:7][CH:6]([C:10]([O:12][CH2:13][CH3:14])=[O:11])[CH2:5]1. Reported procedure: A mixture of 8.37 g of ethyl 4-(2-hydroxyethyl)-pyridine-2-carboxylate in 130 ml acetic acid and 4 g platinum oxide is hydrogenated at 50 lbs/in2. Filtration, concentration in vacuo, neutralization with potassium carbonate and extraction with methylene chloride yields an oil that is purified by flash chromatography using methylene chloride/methanol saturated with ammonia (20:1) to yield ethyl 4-(2-hydroxyethyl)-piperidine-2-carboxylate.